Dataset: the Open Reaction Database (ORD), a public repository of structured organic reaction records. Task: describe an organic reaction: reactants, conditions, products, and yield Reactants: C(O)[P+](CO)(CO)CO.[Cl-] (THPC), CNC(=O)N (N-methylurea). Solvent: C1(=CC=CC=C1)C (toluene). The product is [Cl-].CNC(NC[P+](CNC(=O)NC)(CNC(=O)NC)CNC(=O)NC)=O (tetrakis(3-methylureidomethyl)phosphonium chloride). Isolated yield 100.2%. Reaction SMILES: [CH2:1]([P+:3]([CH2:8]O)([CH2:6]O)[CH2:4]O)O.[Cl-:10].[CH3:11][NH:12][C:13]([NH2:15])=[O:14]>C1(C)C=CC=CC=1>[Cl-:10].[CH3:11][NH:12][C:13](=[O:14])[NH:15][CH2:8][P+:3]([CH2:1][NH:15][C:13]([NH:12][CH3:11])=[O:14])([CH2:4][NH:15][C:13]([NH:12][CH3:11])=[O:14])[CH2:6][NH:15][C:13]([NH:12][CH3:11])=[O:14] |f:0.1,4.5|. Procedure: Reaction of THPC (9.53 g, 0.05 mol) with N-methylurea (14.82 g, 0.2 mol) in toluene (75 ml), following Example 1, gave 20.78 g (100%) of tetrakis(3-methylureidomethyl)phosphonium chloride (I, R=R'=H, R"=CH3, X=Cl) as a brittle amber glass. Reactants: FC(F)(F)c1cnc(Cl)nc1Cl, CC(NC(=O)OC(C)(C)C)c1ccc(N)cc1. The product is CC(NC(=O)OC(C)(C)C)c1ccc(Nc2ncc(C(F)(F)F)c(Cl)n2)cc1. Reaction SMILES: [Cl:18][c:19]1[n:20][cH:21][c:22]([C:26]([F:27])([F:28])[F:29])[c:23]([Cl:25])[n:24]1.[NH2:1][c:2]1[cH:3][cH:4][c:5]([CH:8]([CH3:9])[NH:10][C:11]([O:12][C:13]([CH3:14])([CH3:15])[CH3:16])=[O:17])[cH:6][cH:7]1>>[NH:1]([c:2]1[cH:3][cH:4][c:5]([CH:8]([CH3:9])[NH:10][C:11]([O:12][C:13]([CH3:14])([CH3:15])[CH3:16])=[O:17])[cH:6][cH:7]1)[c:19]1[n:20][cH:21][c:22]([C:26]([F:27])([F:28])[F:29])[c:23]([Cl:25])[n:24]1. Solvent: O (water). Reaction SMILES: [OH-].[Na+].[OH:3][C:4]1[CH:9]=[CH:8][C:7]([C:10]2[S:14][N:13]=[N:12][CH:11]=2)=[CH:6][CH:5]=1.[CH2:15]([CH:17]1[O:19][CH2:18]1)Br>O>[O:19]1[CH2:18][CH:17]1[CH2:15][O:3][C:4]1[CH:5]=[CH:6][C:7]([C:10]2[S:14][N:13]=[N:12][CH:11]=2)=[CH:8][CH:9]=1 |f:0.1|. Product: O1C(COC2=CC=C(C=C2)C2=CN=NS2)C1 (5-[4(2,3-epoxypropoxy)phenyl]-1,2,3-thiadiazole). Reactants: [OH-].[Na+] (sodium hydroxide), OC1=CC=C(C=C1)C1=CN=NS1 (5-(4-hydroxyphenyl)-1,2,3-thiadiazole), C(Br)C1CO1 (epibromohydrin). Procedure details: To a solution of 0.92 g. of sodium hydroxide in 425 ml. of water is added 4.1 g. of 5-(4-hydroxyphenyl)-1,2,3-thiadiazole and 5.4 ml. of epibromohydrin, stirring the reaction mixture for 20 hours at room temperature. It is then extracted with ethyl acetate, and the organic extract washed with water to neutrality, dried over sodium sulfate and evaporated to dryness under reduced pressure. The residue is chromatographed on silica gel plates using a mixture of chloroform-acetone (95:5) as eluant to... Reactants: COC(=O)C1=C(N(C=2N(C1C1=CC=C(C=C1)C#N)C(N(N2)CCCS(=O)(=O)CCCO[Si](C)(C)C(C)(C)C)=O)C2=CC(=CC=C2)C(F)(F)F)C (2-{3-[3-(tert-Butyl-dimethyl-silanyloxy)-propane-1-sulfonyl]-propyl}-5-(4-cyano-phenyl)-7-methyl-3-oxo-8-(3-trifluoromethyl-phenyl)-2,3,5,8-tetrahydro-[1,2,4]triazolo[4,3-a]pyrimidine-6-carboxylic acid methyl ester), CCCC[N+](CCCC)(CCCC)CCCC.[F-] (TBAF). The solvent is C1CCOC1 (THF), C1CCOC1 (THF). Run at time 4 hour. Product: COC(=O)C1=C(N(C=2N(C1C1=CC=C(C=C1)C#N)C(N(N2)CCCS(=O)(=O)CCCO)=O)C2=CC(=CC=C2)C(F)(F)F)C (5-(4-Cyano-phenyl)-2-[3-(3-hydroxy-propane-1-sulfonyl)-propyl]-7-methyl-3-oxo-8-(3-trifluoromethyl-phenyl)-2,3,5,8-tetrahydro-[1,2,4]triazolo[4,3-a]pyrimidine-6-carboxylic acid methyl ester). Yield: 37.8%. As a reaction SMILES: [CH3:1][O:2][C:3]([C:5]1[CH:10]([C:11]2[CH:16]=[CH:15][C:14]([C:17]#[N:18])=[CH:13][CH:12]=2)[N:9]2[C:19](=[O:39])[N:20]([CH2:22][CH2:23][CH2:24][S:25]([CH2:28][CH2:29][CH2:30][O:31][Si](C(C)(C)C)(C)C)(=[O:27])=[O:26])[N:21]=[C:8]2[N:7]([C:40]2[CH:45]=[CH:44][CH:43]=[C:42]([C:46]([F:49])([F:48])[F:47])[CH:41]=2)[C:6]=1[CH3:50])=[O:4].CCCC[N+](CCCC)(CCCC)CCCC.[F-]>C1COCC1>[CH3:1][O:2][C:3]([C:5]1[CH:10]([C:11]2[CH:12]=[CH:13][C:14]([C:17]#[N:18])=[CH:15][CH:16]=2)[N:9]2[C:19](=[O:39])[N:20]([CH2:22][CH2:23][CH2:24][S:25]([CH2:28][CH2:29][CH2:30][OH:31])(=[O:26])=[O:27])[N:21]=[C:8]2[N:7]([C:40]2[CH:45]=[CH:44][CH:43]=[C:42]([C:46]([F:48])([F:47])[F:49])[CH:41]=2)[C:6]=1[CH3:50])=[O:4] |f:1.2|. Reported procedure: Intermediate 21 (282 mg, 0.38 mmol) was dissolved in THF (3 mL), and then a solution of 1 M TBAF in THF (760 μl, 0.76 mmol) was added. The reaction mixture was stirred at RT for 4 hours and then partitioned between EtOAc and water. The organic layer was separated, and the aqueous layer further extracted with EtOAc. The combined organic layers were washed with brine, dried (Na2SO4) and evaporated in vacuo. The resulting residue was purified by silica gel chromatography eluting with a gradient of ... Reactants: ClCC(N)=NO (2-chloroacetamidoxime), C([O-])(O)=O.[Na+] (sodium bicarbonate), ClC1=CC=C(C(=O)Cl)C=C1 (4-chlorobenzoyl chloride). The solvent is CC(=O)C (acetone). The product is ClCC1=NOC(=N1)C1=CC=C(C=C1)Cl (3-Chloromethyl-5-(4-chlorophenyl)-1,2,4-oxadiazole). As a reaction SMILES: [Cl:1][CH2:2][C:3](=[N:5][OH:6])[NH2:4].C(=O)(O)[O-].[Na+].[Cl:12][C:13]1[CH:21]=[CH:20][C:16]([C:17](Cl)=O)=[CH:15][CH:14]=1>CC(C)=O>[Cl:1][CH2:2][C:3]1[N:4]=[C:17]([C:16]2[CH:20]=[CH:21][C:13]([Cl:12])=[CH:14][CH:15]=2)[O:6][N:5]=1 |f:1.2|. Reported procedure: A solution of 2-chloroacetamidoxime (0.5 g) and sodium bicarbonate (0.78 g) in 10 mL of anhydrous acetone was treated with 4-chlorobenzoyl chloride (0.58 mL) at room temperature for 2 hours, concentrated in vacuo, dissolved in water and extracted with ethyl acetate. The organic layers were combined, dried with MgSO4 and concentrated to a semi-solid. This material was redissolved in toluene (50 mL). refluxed under nitrogen for 15 hours, cooled and absorbed on to silica gel. Chromatography using e...